From a dataset of the Open Reaction Database (ORD), a public repository of structured organic reaction records. describe an organic reaction: reactants, conditions, products, and yield Starting materials: O (water), OC=1C=C(C=CC1)CC(=O)OCC (ethyl 3-hydroxyphenylacetate), C(C)(C)(C)[Si](C)(C)Cl (tertbutyldimethylsilyl chloride), N1C=NC=C1 (imidazole). The solvent is CN(C=O)C (dimethylformamide). Conditions: time 30 minute. The product is C(C)(C)(C)[Si](OC=1C=C(C=CC1)CC(=O)OCC)(C)C (Ethyl 3-(Tertbutyldimethylsilyloxy)phenylacetate). Yield: 102.0%. Reaction SMILES: [OH:1][C:2]1[CH:3]=[C:4]([CH2:8][C:9]([O:11][CH2:12][CH3:13])=[O:10])[CH:5]=[CH:6][CH:7]=1.[C:14]([Si:18](Cl)([CH3:20])[CH3:19])([CH3:17])([CH3:16])[CH3:15].N1C=CN=C1.O>CN(C)C=O>[C:14]([Si:18]([CH3:20])([CH3:19])[O:1][C:2]1[CH:3]=[C:4]([CH2:8][C:9]([O:11][CH2:12][CH3:13])=[O:10])[CH:5]=[CH:6][CH:7]=1)([CH3:17])([CH3:16])[CH3:15]. Procedure details: To a solution of ethyl 3-hydroxyphenylacetate (6 g) and tertbutyldimethylsilyl chloride (6 g) in 80 ml of anhydrous dimethylformamide are added 5.66 g of imidazole and the mixture is stirred at room temperature for 1 hour 30 minutes. The reaction mixture is then poured into water and extracted twice with ethyl acetate. The pooled organic extracts are dried over sodium sulfate and concentrated to dryness to give 10 g of the product as a yellow oil. The reactants are O=C1C(=CN=C(N1)C1=C(C=CC(=C1)[N+](=O)[O-])OCC)C(=O)OCC (ethyl 1,6-dihydro-6-oxo-2-(2-ethoxy-5-nitrophenyl)pyrimidine-5-carboxylate), [H][H] (hydrogen), [H][H] (hydrogen). The reagents and catalysts are [Pd] (palladium on carbon). Run in C(C)O (ethanol). The product is O=C1C(=CN=C(N1)C1=C(C=CC(=C1)N)OCC)C(=O)OCC (Ethyl 1,6-dihydro-6-oxo-2-(5-amino-2-ethoxyphenyl)pyrimidine-5-carboxylate). Yield: 31.4%. Reaction SMILES: [O:1]=[C:2]1[NH:7][C:6]([C:8]2[CH:13]=[C:12]([N+:14]([O-])=O)[CH:11]=[CH:10][C:9]=2[O:17][CH2:18][CH3:19])=[N:5][CH:4]=[C:3]1[C:20]([O:22][CH2:23][CH3:24])=[O:21].[H][H]>[Pd].C(O)C>[O:1]=[C:2]1[NH:7][C:6]([C:8]2[CH:13]=[C:12]([NH2:14])[CH:11]=[CH:10][C:9]=2[O:17][CH2:18][CH3:19])=[N:5][CH:4]=[C:3]1[C:20]([O:22][CH2:23][CH3:24])=[O:21]. Procedure: A mixture of ethyl 1,6-dihydro-6-oxo-2-(2-ethoxy-5-nitrophenyl)pyrimidine-5-carboxylate (0.42 g., 1.26 mmoles) and 10% palladium on carbon (0.07 g.) in ethanol (200 ml.) was treated with hydrogen at a pressure of about 3.5 kg./cm2 until uptake of hydrogen ceased. The mixture was filtered and the filtrate reduced to dryness. The residue was recrystallized from water followed by aqueous ethanol to give the title compound (0.12 g., 31.6%), m.p. 107°-110°. As a reaction SMILES: [CH2:12]1[CH2:13][CH2:14][CH2:15][CH2:16][CH2:17]1.[CH:18]([N-:19][CH:20]([CH3:21])[CH3:22])([CH3:23])[CH3:24].[I:26][CH3:27].[Li+:25].[N:1](=[N+:2]=[N-:3])[CH2:4][CH2:5][CH:6]([C:7](=[O:8])[O:9][CH3:10])[CH3:11].[O:29]1[CH2:30][CH2:31][CH2:32][CH2:33]1.[OH2:28]>>[N:1](=[N+:2]=[N-:3])[CH2:4][CH2:5][C:6]([C:7](=[O:8])[O:9][CH3:10])([CH3:11])[CH3:12]. Product: COC(=O)C(C)(C)CCN=[N+]=[N-]. The reactants are C1CCCCC1, CC(C)[N-]C(C)C, CI, [Li+], COC(=O)C(C)CCN=[N+]=[N-], C1CCOC1, O.